This data is from the Open Reaction Database (ORD), a public repository of structured organic reaction records. The task is: describe an organic reaction: reactants, conditions, products, and yield Starting materials: CN=C(NC(=O)c1ccccc1)SC, NCCCCCCCCN. Product: CNC(=NCCCCCCCCN)NC(=O)c1ccccc1. Reaction SMILES: [C:1]([c:2]1[cH:3][cH:4][cH:5][cH:6][cH:7]1)(=[O:8])[NH:9][C:10]([S:11][CH3:12])=[N:13][CH3:14].[NH2:15][CH2:16][CH2:17][CH2:18][CH2:19][CH2:20][CH2:21][CH2:22][CH2:23][NH2:24]>>[C:1]([c:2]1[cH:3][cH:4][cH:5][cH:6][cH:7]1)(=[O:8])[NH:9][C:10]([NH:13][CH3:14])=[N:15][CH2:16][CH2:17][CH2:18][CH2:19][CH2:20][CH2:21][CH2:22][CH2:23][NH2:24]. The reactants are CSC1=C(C=NN(C1=O)CC(=O)O)N[C@H]1[C@@H]([C@@H]2C([C@H](C1)C2)(C)C)C (2-{5-Methylthio-6-oxo-4-[(1R,2R,3R,5S)-2,6,6-trimethylbicyclo[3.1.1]hept-3-ylamino]pyridazin-1(6H)-yl}acetic acid), 1,1-carbonyldiimidazole, C(C)(=O)OCC (ethyl acetate), C(C)O (ethanol). Run in O1CCCC1 (tetrahydrofuran). The product is CSC1=C(C=NN(C1=O)CC(=O)OCC)N[C@H]1[C@@H]([C@@H]2C([C@H](C1)C2)(C)C)C (Ethyl 2-{5-methylthio-6-oxo-4-[(1R,2R,3R,5S)-2,6,6-trimethylbicyclo[3.1.1]hept-3-ylamino]pyridazin-1(6H)-yl}acetate). The yield is 82.0%. Reaction SMILES: [CH3:1][S:2][C:3]1[C:8](=[O:9])[N:7]([CH2:10][C:11]([OH:13])=[O:12])[N:6]=[CH:5][C:4]=1[NH:14][C@@H:15]1[CH2:20][C@@H:19]2[CH2:21][C@@H:17]([C:18]2([CH3:23])[CH3:22])[C@H:16]1[CH3:24].[CH2:25](O)[CH3:26].C(OCC)(=O)C>O1CCCC1>[CH3:1][S:2][C:3]1[C:8](=[O:9])[N:7]([CH2:10][C:11]([O:13][CH2:25][CH3:26])=[O:12])[N:6]=[CH:5][C:4]=1[NH:14][C@@H:15]1[CH2:20][C@@H:19]2[CH2:21][C@@H:17]([C:18]2([CH3:23])[CH3:22])[C@H:16]1[CH3:24]. Reported procedure: 2-{5-Methylthio-6-oxo-4-[(1R,2R,3R,5S)-2,6,6-trimethylbicyclo[3.1.1]hept-3-ylamino]pyridazin-1(6H)-yl}acetic acid (105 mg, 0.299 mmol) in tetrahydrofuran (1 mL) was stirred with 1,1-carbonyldiimidazole (145 mg, 0.897 mmol) at room temperature for 1 hour and then with ethanol (0.2 mL) at room temperature for 1 hour. After completion of the reaction, ethyl acetate was added, and the resulting organic layer was washed with 1 M hydrochloric acid and saturated aqueous sodium chloride, dried over anhy... Product: COC(=O)C1=C(C2=C(N=C(N=C2)Cl)N1C1CCCC1)C (2-chloro-7-cyclopentyl-5-methyl-7H-pyrrolo[2,3-d]pyrimidine-6-carboxylic acid methyl ester). Starting materials: BrC=1C(=NC(=NC1)Cl)NC1CCCC1 ((5-Bromo-2-chloro-pyrimidin-4-yl)cyclopentylamine), [Cl-].[Li+] (lithium chloride), C([O-])([O-])=O.[K+].[K+] (potassium carbonate), COC(C#CC)=O (Methyl-2-butynoate). The reagents and catalysts are C(C)(=O)[O-].[Pd+2].C(C)(=O)[O-] (palladium acetate). Run in CN(C)C=O (DMF). Procedure: A solution of (5-Bromo-2-chloro-pyrimidin-4-yl)cyclopentylamine (8 g, 28.93 mmol), lithium chloride (1.23 g, 28.9 mmol), potassium carbonate (10 g, 72 mmol) and palladium acetate (324.68 mg, 1.45 mmol) in DMF (300 mL) is degassed and back-filled filled with nitrogen three times. Methyl-2-butynoate (8.5 mL, 87 mmol) is added and the reaction solution is heated at 120° C. for 5 h. LC-MS indicated the formation of two regioisomers and no starting material remaining. After cooling to room temperatur... RXN SMILES: Br[C:2]1[C:3]([NH:9][CH:10]2[CH2:14][CH2:13][CH2:12][CH2:11]2)=[N:4][C:5]([Cl:8])=[N:6][CH:7]=1.[Cl-].[Li+].C(=O)([O-])[O-].[K+].[K+].[CH3:23][O:24][C:25](=[O:29])[C:26]#[C:27][CH3:28]>CN(C=O)C.C([O-])(=O)C.[Pd+2].C([O-])(=O)C>[CH3:23][O:24][C:25]([C:26]1[N:9]([CH:10]2[CH2:14][CH2:13][CH2:12][CH2:11]2)[C:3]2[N:4]=[C:5]([Cl:8])[N:6]=[CH:7][C:2]=2[C:27]=1[CH3:28])=[O:29] |f:1.2,3.4.5,8.9.10|. Reaction conditions: temperature 120 celsius. The yield is 24.8%. The reactants are NC1=CC=C(CCNC=2C3=C(N=CN2)OC(=C3C3=CC=CC=C3)C3=CC=CC=C3)C=C1 (N-(4-aminophenethyl)-5,6-diphenylfuro[2,3-d]pyrimidin-4-amine), C1(=CC=CC=C1)N=C=O (phenyl isocyanate). Solvent: C(C)#N (acetonitrile). Reaction conditions: time 16 hour. Yields the product C1(=CC=CC=C1)C1=C(OC=2N=CN=C(C21)NCCC2=CC=C(C=C2)NC(=O)NC2=CC=CC=C2)C2=CC=CC=C2 (1-(4-(2-(5,6-diphenylfuro[2,3-d]pyrimidin-4-ylamino)ethyl)phenyl)-3-phenylurea). The yield is 95.2%. As a reaction SMILES: [NH2:1][C:2]1[CH:31]=[CH:30][C:5]([CH2:6][CH2:7][NH:8][C:9]2[C:10]3[C:17]([C:18]4[CH:23]=[CH:22][CH:21]=[CH:20][CH:19]=4)=[C:16]([C:24]4[CH:29]=[CH:28][CH:27]=[CH:26][CH:25]=4)[O:15][C:11]=3[N:12]=[CH:13][N:14]=2)=[CH:4][CH:3]=1.[C:32]1([N:38]=[C:39]=[O:40])[CH:37]=[CH:36][CH:35]=[CH:34][CH:33]=1>C(#N)C>[C:18]1([C:17]2[C:10]3[C:9]([NH:8][CH2:7][CH2:6][C:5]4[CH:30]=[CH:31][C:2]([NH:1][C:39]([NH:38][C:32]5[CH:37]=[CH:36][CH:35]=[CH:34][CH:33]=5)=[O:40])=[CH:3][CH:4]=4)=[N:14][CH:13]=[N:12][C:11]=3[O:15][C:16]=2[C:24]2[CH:25]=[CH:26][CH:27]=[CH:28][CH:29]=2)[CH:23]=[CH:22][CH:21]=[CH:20][CH:19]=1. Procedure details: To a solution of N-(4-aminophenethyl)-5,6-diphenylfuro[2,3-d]pyrimidin-4-amine (0.195 g) in acetonitrile (10 mL) was added phenyl isocyanate (0.063 g). After stirring at room temperature for 16 h, the reaction mixture was concentrated and the residue was partitioned between water and ethyl acetate. The organic layer was concentrated and the crude compound was purified by silica gel column chromatography using a mixture of hexanes:ethyl acetate (1:1), to give 1-(4-(2-(5,6-diphenylfuro[2,3-d]pyrim... Starting materials: ClC1=CC(=NC2=CC=CC=C12)N1CCS(C2=C(C1)C=CC(=C2)OCCCO)(=O)=O (3-{[4-(4-chloroquinolin-2-yl)-1,1-dioxido-2,3,4,5-tetrahydro-1,4-benzothiazepin-8-yl]oxy}propan-1-ol), C(N)(OC(C)(C)C)=O (tert-butyl carbamate), CC(C)([O-])C.[Na+] (sodium tert-butoxide). The reagents and catalysts are C1(=CC=CC=C1)P([C-]1C=CC=C1)C1=CC=CC=C1.[C-]1(C=CC=C1)P(C1=CC=CC=C1)C1=CC=CC=C1.[Fe+2] (1,1′-bis(diphenylphosphino)ferrocene), C1=CC=C(C=C1)P([C-]2C=CC=C2)C3=CC=CC=C3.C1=CC=C(C=C1)P([C-]2C=CC=C2)C3=CC=CC=C3.Cl[Pd]Cl.[Fe+2] (1,1′-bis(diphenylphosphino)ferrocenedichloropalladium(II)). Run in O1CCOCC1 (1,4-dioxane). Conditions: temperature 120 celsius, time 2 hour. Product: OCCCOC1=CC2=C(CN(CCS2(=O)=O)C2=NC3=CC=CC=C3C(=C2)NC(OC(C)(C)C)=O)C=C1 (tert-Butyl {2-[8-(3-hydroxypropoxy)-1,1-dioxido-2,3-dihydro-1,4-benzothiazepin-4(5H)-yl]quinolin-4-yl}carbamate). Isolated yield 99.9%. RXN SMILES: Cl[C:2]1[C:11]2[C:6](=[CH:7][CH:8]=[CH:9][CH:10]=2)[N:5]=[C:4]([N:12]2[CH2:18][C:17]3[CH:19]=[CH:20][C:21]([O:23][CH2:24][CH2:25][CH2:26][OH:27])=[CH:22][C:16]=3[S:15](=[O:29])(=[O:28])[CH2:14][CH2:13]2)[CH:3]=1.[C:30](=[O:37])([O:32][C:33]([CH3:36])([CH3:35])[CH3:34])[NH2:31].CC(C)([O-])C.[Na+]>O1CCOCC1.C1(P(C2C=CC=CC=2)[C-]2C=CC=C2)C=CC=CC=1.[C-]1(P(C2C=CC=CC=2)C2C=CC=CC=2)C=CC=C1.[Fe+2].C1C=CC(P(C2C=CC=CC=2)[C-]2C=CC=C2)=CC=1.C1C=CC(P(C2C=CC=CC=2)[C-]2C=CC=C2)=CC=1.Cl[Pd]Cl.[Fe+2]>[OH:27][CH2:26][CH2:25][CH2:24][O:23][C:21]1[CH:20]=[CH:19][C:17]2[CH2:18][N:12]([C:4]3[CH:3]=[C:2]([NH:31][C:30](=[O:37])[O:32][C:33]([CH3:36])([CH3:35])[CH3:34])[C:11]4[C:6](=[CH:7][CH:8]=[CH:9][CH:10]=4)[N:5]=3)[CH2:13][CH2:14][S:15](=[O:29])(=[O:28])[C:16]=2[CH:22]=1 |f:2.3,5.6.7,8.9.10.11|. Procedure: A mixture solution of 3-{[4-(4-chloroquinolin-2-yl)-1,1-dioxido-2,3,4,5-tetrahydro-1,4-benzothiazepin-8-yl]oxy}propan-1-ol (300.0 mg, 0.70 mmol), tert-butyl carbamate (175.0 mg, 1.5 mmol), 1,1′-bis(diphenylphosphino)ferrocene (70.0 mg, 0.113 mmol), 1,1′-bis(diphenylphosphino)ferrocenedichloropalladium(II) (70.0 mg, 0.075 mmol) and sodium tert-butoxide (232.0 mg, 2.25 mmol) in 1,4-dioxane (2.0 mL) was heated with stirring at 120° C. for 2 hours under microwave irridiation. After being cooled to r... Reactants: BrCc1ncc(Br)s1, CCN(C(C)C)C(C)C, CN(C)C=O, O, COC(=O)CCS. Yields the product COC(=O)CCSCc1ncc(Br)s1. Reaction SMILES: [Br:1][c:2]1[cH:3][n:4][c:5]([CH2:7][Br:8])[s:6]1.[CH:16]([N:17]([CH2:18][CH3:19])[CH:20]([CH3:21])[CH3:22])([CH3:23])[CH3:24].[O:25]=[CH:26][N:27]([CH3:28])[CH3:29].[OH2:30].[SH:9][CH2:10][CH2:11][C:12](=[O:13])[O:14][CH3:15]>>[Br:1][c:2]1[cH:3][n:4][c:5]([CH2:7][S:9][CH2:10][CH2:11][C:12](=[O:13])[O:14][CH3:15])[s:6]1. Starting materials: C(C1=CC=CC=C1)OC1=CC=C(C(=O)C(C)N2CCC3(CC2)C(N(C2=CC=CC=C23)C)=O)C=C1 (1'-[1-(4-benzyloxybenzoyl)ethyl]-1-methyl-2-oxo-indoline-3-spiro-4'-piperidine), [BH4-].[Na+] (sodium borohydride), C(C)(C)O (isopropylalcohol). The solvent is O (water). The product is C(C1=CC=CC=C1)OC1=CC=C(C=C1)C(C(C)N1CCC2(CC1)C(N(C1=CC=CC=C12)C)=O)O (1'-[1-(4-benzyloxyphenyl)-1-hydroxypropane-2-yl]-1-methyl-2-oxo-indoline-3-spiro-4'-piperidine). As a reaction SMILES: [CH2:1]([O:8][C:9]1[CH:34]=[CH:33][C:12]([C:13]([CH:15]([N:17]2[CH2:22][CH2:21][C:20]3([C:30]4[C:25](=[CH:26][CH:27]=[CH:28][CH:29]=4)[N:24]([CH3:31])[C:23]3=[O:32])[CH2:19][CH2:18]2)[CH3:16])=[O:14])=[CH:11][CH:10]=1)[C:2]1[CH:7]=[CH:6][CH:5]=[CH:4][CH:3]=1.[BH4-].[Na+].C(O)(C)C>O>[CH2:1]([O:8][C:9]1[CH:10]=[CH:11][C:12]([CH:13]([OH:14])[CH:15]([N:17]2[CH2:18][CH2:19][C:20]3([C:30]4[C:25](=[CH:26][CH:27]=[CH:28][CH:29]=4)[N:24]([CH3:31])[C:23]3=[O:32])[CH2:21][CH2:22]2)[CH3:16])=[CH:33][CH:34]=1)[C:2]1[CH:7]=[CH:6][CH:5]=[CH:4][CH:3]=1 |f:1.2|. Procedure: A mixture of 4.5 g of 1'-[1-(4-benzyloxybenzoyl)ethyl]-1-methyl-2-oxo-indoline-3-spiro-4'-piperidine, 5.6 g of sodium borohydride and 150 ml of isopropylalcohol was refluxed for 1 hour. The resulting mixture was poured into water and was extracted with ethylacetate. The extract was washed with water, dried over anhydrous sodium sulfate and concentrated in vacuo. The crude solid was recrystallized from ethanol to give 1'-[1-(4-benzyloxyphenyl)-1-hydroxypropane-2-yl]-1-methyl-2-oxo-indoline-3-spir... Reactants: resultant solution, N1(CCC1)C(=O)C=1N=CC(=NC1)OC=1C=C(C(=O)OC)C=C(C1)O[C@@H]1COCC1 (Methyl 3-{[5-(azetidin-1-ylcarbonyl)pyrazin-2-yl]oxy}-5-[(3S)-tetrahydrofuran-3-yloxy]benzoate), O (water), [OH-].[Na+] (sodium hydroxide). Solvent: C1CCOC1 (THF). Product: N1(CCC1)C(=O)C=1N=CC(=NC1)OC=1C=C(C(=O)O)C=C(C1)O[C@@H]1COCC1 (3-{[5-(Azetidin-1-ylcarbonyl)pyrazin-2-yl]oxy}-5-[(3S)-tetrahydrofuran-3-yloxy]benzoic acid). Yield: 86.1%. Reaction SMILES: [N:1]1([C:5]([C:7]2[N:8]=[CH:9][C:10]([O:13][C:14]3[CH:15]=[C:16]([CH:21]=[C:22]([O:24][C@H:25]4[CH2:29][CH2:28][O:27][CH2:26]4)[CH:23]=3)[C:17]([O:19]C)=[O:18])=[N:11][CH:12]=2)=[O:6])[CH2:4][CH2:3][CH2:2]1.[OH-].[Na+].O>C1COCC1>[N:1]1([C:5]([C:7]2[N:8]=[CH:9][C:10]([O:13][C:14]3[CH:15]=[C:16]([CH:21]=[C:22]([O:24][C@H:25]4[CH2:29][CH2:28][O:27][CH2:26]4)[CH:23]=3)[C:17]([OH:19])=[O:18])=[N:11][CH:12]=2)=[O:6])[CH2:2][CH2:3][CH2:4]1 |f:1.2|. Reported procedure: Methyl 3-{[5-(azetidin-1-ylcarbonyl)pyrazin-2-yl]oxy}-5-[(3S)-tetrahydrofuran-3-yloxy]benzoate (7.02 mmol) was dissolved in THF (50 mL), 1N sodium hydroxide (7.0 mL) was added followed by water (50 mL) and the resultant solution stirred at RT for 4 hours. The organics were removed in vacuo, the aqueous solution filtered and extracted with ethyl acetate (30 mL). The aqueous layer was acidified with 2N hydrochloric acid, extracted with ethyl acetate (3×50 mL), and the organic extracts washed with ... Starting materials: BrCCBr, O=C([O-])[O-], CN(C)C=O, COc1cc2c(Oc3ccc(NC(=O)N(C)C)c(Cl)c3)ncnc2cc1O, [K+], [K+], O. Yields the product COc1cc2c(Oc3ccc(NC(=O)N(C)C)c(Cl)c3)ncnc2cc1OCCBr. Reaction SMILES: [Br:34][CH2:35][CH2:36][Br:37].[C:28](=[O:29])([O-:30])[O-:31].[CH3:39][N:40]([CH3:41])[CH:42]=[O:43].[Cl:1][c:2]1[c:3]([NH:22][C:23]([N:24]([CH3:25])[CH3:26])=[O:27])[cH:4][cH:5][c:6]([O:8][c:9]2[n:10][cH:11][n:12][c:13]3[cH:14][c:15]([OH:21])[c:16]([O:19][CH3:20])[cH:17][c:18]23)[cH:7]1.[K+:32].[K+:33].[OH2:38]>>[Cl:1][c:2]1[c:3]([NH:22][C:23]([N:24]([CH3:25])[CH3:26])=[O:27])[cH:4][cH:5][c:6]([O:8][c:9]2[n:10][cH:11][n:12][c:13]3[cH:14][c:15]([O:21][CH2:36][CH2:35][Br:34])[c:16]([O:19][CH3:20])[cH:17][c:18]23)[cH:7]1.